describe an organic reaction: reactants, conditions, products, and yield From a dataset of the Open Reaction Database (ORD), a public repository of structured organic reaction records. The reactants are ClCC(=O)N1[C@@H](CN(C[C@@H]1C)C1=C(C=C2C(C(=CN(C2=C1OC)C1CC1)C(=O)NCC1=C(C=C(C=C1)Cl)Cl)=O)F)C (7-[(3R,5S)-4-(Chloroacetyl)-3,5-dimethylpiperazin-1-yl]-1-cyclopropyl-N-(2,4-dichlorobenzyl)-6-fluoro-8-methoxy-4-oxo-1,4-dihydroquinoline-3-carboxamide), [N-]=[N+]=[N-].[Na+] (sodium azide). Run in CN(C=O)C (N,N-dimethylformamide). Product: Cl.N(=[N+]=[N-])CC(=O)N1C(CN(CC1C)C1=C(C=C2C(C(=CN(C2=C1OC)C1CC1)C(=O)NCC1=C(C=C(C=C1)Cl)Cl)=O)F)C (7-[(3RS,5SR)-4-(Azidoacetyl)-3,5-dimethylpiperazin-1-yl]-1-cyclopropyl-N-(2,4-dichlorobenzyl)-6-fluoro-8-methoxy-4-oxo-1,4-dihydroquinoline-3-carboxamide hydrochloride). As a reaction SMILES: [Cl:1][CH2:2][C:3]([N:5]1[C@@H:10]([CH3:11])[CH2:9][N:8]([C:12]2[C:21]([O:22][CH3:23])=[C:20]3[C:15]([C:16](=[O:39])[C:17]([C:27]([NH:29][CH2:30][C:31]4[CH:36]=[CH:35][C:34]([Cl:37])=[CH:33][C:32]=4[Cl:38])=[O:28])=[CH:18][N:19]3[CH:24]3[CH2:26][CH2:25]3)=[CH:14][C:13]=2[F:40])[CH2:7][C@H:6]1[CH3:41])=[O:4].[N-:42]=[N+:43]=[N-:44].[Na+]>CN(C)C=O>[ClH:1].[N:42]([CH2:2][C:3]([N:5]1[CH:6]([CH3:41])[CH2:7][N:8]([C:12]2[C:21]([O:22][CH3:23])=[C:20]3[C:15]([C:16](=[O:39])[C:17]([C:27]([NH:29][CH2:30][C:31]4[CH:36]=[CH:35][C:34]([Cl:37])=[CH:33][C:32]=4[Cl:38])=[O:28])=[CH:18][N:19]3[CH:24]3[CH2:26][CH2:25]3)=[CH:14][C:13]=2[F:40])[CH2:9][CH:10]1[CH3:11])=[O:4])=[N+:43]=[N-:44] |f:1.2,4.5|. Procedure: 50.0 mg of the compound of Example 80A and 15.6 mg (0.24 mmol) of sodium azide are stirred in 3 ml of N,N-dimethylformamide in a closed reaction vessel at 90° C. over night. After fine purification by preparative RP-HPLC (Method 6) 46 mg of the target compound are obtained. Starting materials: CC1=C(CNC=2C=C3C(NC(=NC3=CC2F)N2N=CC(=C2)C(=O)OCC)=O)C(=CC=C1)C (ethyl 1-(6-((2,6-dimethylbenzyl)amino)-7-fluoro-4-oxo-3,4-dihydroquinazolin-2-yl)-1H-pyrazole-4-carboxylate), N1CCCC1 (pyrrolidine). Yields the product CC1=C(CNC=2C=C3C(=NC(=NC3=CC2F)N2N=CC(=C2)C(=O)O)N2CCCC2)C(=CC=C1)C (1-(6-((2,6-Dimethylbenzyl)amino)-7-fluoro-4-(pyrrolidin-1-yl)quinazolin-2-yl)-1H-pyrazole-4-carboxylic acid). Reaction SMILES: [CH3:1][C:2]1[CH:31]=[CH:30][CH:29]=[C:28]([CH3:32])[C:3]=1[CH2:4][NH:5][C:6]1[CH:7]=[C:8]2[C:13](=[CH:14][C:15]=1[F:16])[N:12]=[C:11]([N:17]1[CH:21]=[C:20]([C:22]([O:24]CC)=[O:23])[CH:19]=[N:18]1)[NH:10][C:9]2=O.[NH:33]1[CH2:37][CH2:36][CH2:35][CH2:34]1>>[CH3:32][C:28]1[CH:29]=[CH:30][CH:31]=[C:2]([CH3:1])[C:3]=1[CH2:4][NH:5][C:6]1[CH:7]=[C:8]2[C:13](=[CH:14][C:15]=1[F:16])[N:12]=[C:11]([N:17]1[CH:21]=[C:20]([C:22]([OH:24])=[O:23])[CH:19]=[N:18]1)[N:10]=[C:9]2[N:33]1[CH2:37][CH2:36][CH2:35][CH2:34]1. Procedure details: The above compound may be made analogous to Example 1 using ethyl 1-(6-((2,6-dimethylbenzyl)amino)-7-fluoro-4-oxo-3,4-dihydroquinazolin-2-yl)-1H-pyrazole-4-carboxylate in step D and pyrrolidine in step E. MS (ESI): predicted mass calcd. for C25H25FN6O2, 460.2 Reactants: BrCC=1C=C2C(CCC(C2=CC1)(C)C)(CC)CC (6-(Bromomethyl)-4,4-diethyl-1,1-dimethyl-1,2,3,4-tetrahydronaphthalene), material 44.1, CS(=O)(=O)C=1C=C(COC2=CC=C(C=C2)[C@H](CC(=O)O)C2=NOC=C2)C=CC1OC(F)(F)F ((S)-3-(4-(3-(Methylsulfonyl)-4-(trifluoromethoxy)benzyloxy)-phenyl)-3-(isoxazol-3-yl)propanoic acid), 44.1, C1CC(=O)N(C1=O)Br (NBS), C(C1=CC=CC=C1)(=O)OOC(C1=CC=CC=C1)=O (dibenzoyl peroxide). The solvent is C(Cl)(Cl)(Cl)Cl (CCl4). Yields the product C(C)C1(CCC(C=2C=CC(=CC12)COC1=CC=C(C=C1)[C@H](CC(=O)O)C1=NOC=C1)(C)C)CC ((S)-3-(4-((8,8-diethyl-5,5-dimethyl-5,6,7,8-tetrahydronaphthalen-2-yl)methoxy)phenyl)-3-(isoxazol-3-yl)propanoic acid). RXN SMILES: Br[CH2:2][C:3]1[CH:4]=[C:5]2[C:10](=[CH:11][CH:12]=1)[C:9]([CH3:14])([CH3:13])[CH2:8][CH2:7][C:6]2([CH2:17][CH3:18])[CH2:15][CH3:16].CS(C1C=C(C=CC=1OC(F)(F)F)C[O:27][C:28]1[CH:33]=[CH:32][C:31]([C@@H:34]([C:39]2[CH:43]=[CH:42][O:41][N:40]=2)[CH2:35][C:36]([OH:38])=[O:37])=[CH:30][CH:29]=1)(=O)=O.C1C(=O)N(Br)C(=O)C1.C(OOC(=O)C1C=CC=CC=1)(=O)C1C=CC=CC=1>C(Cl)(Cl)(Cl)Cl>[CH2:15]([C:6]1([CH2:17][CH3:18])[C:5]2[CH:4]=[C:3]([CH2:2][O:27][C:28]3[CH:33]=[CH:32][C:31]([C@@H:34]([C:39]4[CH:43]=[CH:42][O:41][N:40]=4)[CH2:35][C:36]([OH:38])=[O:37])=[CH:30][CH:29]=3)[CH:12]=[CH:11][C:10]=2[C:9]([CH3:14])([CH3:13])[CH2:8][CH2:7]1)[CH3:16]. Procedure details: 6-(Bromomethyl)-4,4-diethyl-1,1-dimethyl-1,2,3,4-tetrahydronaphthalene (44.2) Starting material 44.1 was prepared according to the published procedure of Kim, C. et al. (Tetrahedron. Lett. 1994, 35 (19), 3017-3020). A mixture of 44.1 (0.5 g, 2.17 mmol), NBS (0.58 g, 3.25 mmol), and dibenzoyl peroxide (53 mg) in CCl4 (10 mL) was heated at reflux for 5 hours. The reaction was cooled, and the precipitate was filtered out. The solvent was removed providing crude 44.2, which was used directly in the ... The reactants are C(C)(=O)NC(CO)(CC(O)C1=CC=C(C=C1)CCCCCCCC)CO (2-Acetamido-4-(4-octylphenyl)-2-hydroxymethylbutane-1,4-diol), [Li+].[OH-] (LiOH). Procedure details: 2-Acetamido-4-(4-octylphenyl)-2-hydroxymethylbutane-1,4-diol (21′) (0.73 g) is dissolved in methanol (10 ml). Thereto is added a solution of LiOH (0.86 g) in water (10 ml), and the mixture is refluxed under heating for 2 hr. The reaction mixture is cooled and extracted with ethyl acetate. The organic layer is washed with brine and dried over sodium sulfate. The solvent is distilled away and the mixture is purified by silica gel column chromatography to give the title compound (22) as a colorless... The product is NC(CO)(CO)CC(C1=CC=C(C=C1)CCCCCCCC)O (2-amino-2-[2-hydroxy-2-(4-octylphenyl)ethyl]propane-1,3-diol). Run in CO (methanol), O (water). Reaction SMILES: C([NH:4][C:5]([CH2:25][OH:26])([CH2:8][CH:9]([C:11]1[CH:16]=[CH:15][C:14]([CH2:17][CH2:18][CH2:19][CH2:20][CH2:21][CH2:22][CH2:23][CH3:24])=[CH:13][CH:12]=1)[OH:10])[CH2:6][OH:7])(=O)C.[Li+].[OH-]>CO.O>[NH2:4][C:5]([CH2:8][CH:9]([OH:10])[C:11]1[CH:12]=[CH:13][C:14]([CH2:17][CH2:18][CH2:19][CH2:20][CH2:21][CH2:22][CH2:23][CH3:24])=[CH:15][CH:16]=1)([CH2:6][OH:7])[CH2:25][OH:26] |f:1.2|. Starting materials: Cl.N1(N=CN=C1)C(N)=N (1H-1,2,4-triazole-1-carboximidamide monohydrochloride), Cl.NCCC[N+](CC=CC1=C(N2C(C(C2SC1)NC(CSC1=CC2=CC=CC=C2C=C1)=O)=O)C(=O)Cl)(C)C (3-[(3-amino-propyl)-dimethyl-ammonio]-propenyl-7-[2-(naphthalen-2-ylsulfanyl)-acetylamino]-8-oxo-5-thia-1-aza-bicyclo[4.2.0]oct-2-ene-2-carboxylic acid chloride monohydrochloride), CN(C(N(C)C)=N)C (tetramethylguanidine). The solvent is CS(=O)C (dimethylsulfoxide). Reaction conditions: time 2 hour. The product is Cl.N(C(=N)N)CCC[N+](C/C=C/C1=C(N2C([C@H]([C@H]2SC1)NC(CSC1=CC2=CC=CC=C2C=C1)=O)=O)C(=O)Cl)(C)C ((E)-(6R,7R)-3-[3-[(3-guanidino-propyl)-dimethyl-ammonio]-propenyl]-7-[2-(naphthalen-2-ylsulfanyl)-acetylamino]-8-oxo-5-thia-1-aza-bicyclo[4.2.0]oct-2-ene-2-carboxylic acid chloride monohydrochloride). As a reaction SMILES: Cl.[NH2:2][CH2:3][CH2:4][CH2:5][N+:6]([CH3:38])([CH3:37])[CH2:7][CH:8]=[CH:9][C:10]1[CH2:17][S:16][CH:15]2[N:12]([C:13](=[O:33])[CH:14]2[NH:18][C:19](=[O:32])[CH2:20][S:21][C:22]2[CH:31]=[CH:30][C:29]3[C:24](=[CH:25][CH:26]=[CH:27][CH:28]=3)[CH:23]=2)[C:11]=1[C:34]([Cl:36])=[O:35].Cl.[N:40]1(C(=N)N)[CH:44]=[N:43]C=N1.CN(C)C(=N)N(C)C>CS(C)=O>[ClH:36].[NH:2]([CH2:3][CH2:4][CH2:5][N+:6]([CH3:38])([CH3:37])[CH2:7]/[CH:8]=[CH:9]/[C:10]1[CH2:17][S:16][C@H:15]2[N:12]([C:13](=[O:33])[C@H:14]2[NH:18][C:19](=[O:32])[CH2:20][S:21][C:22]2[CH:31]=[CH:30][C:29]3[C:24](=[CH:25][CH:26]=[CH:27][CH:28]=3)[CH:23]=2)[C:11]=1[C:34]([Cl:36])=[O:35])[C:44]([NH2:43])=[NH:40] |f:0.1,2.3,6.7|. Reported procedure: To a stirred suspension of 122 mg of (E)-(6R,7R)-3-[3-[(3-amino-propyl)-dimethyl-ammonio]-propenyl-7-[2-(naphthalen-2-ylsulfanyl)-acetylamino]-8-oxo-5-thia-1-aza-bicyclo[4.2.0]oct-2-ene-2-carboxylic acid chloride monohydrochloride in 2 ml of dimethylsulfoxide was added 60 mg of 1H-1,2,4-triazole-1-carboximidamide monohydrochloride followed by 0.05 ml of tetramethylguanidine. The mixture was stirred for 2 h at 20° and then subjected to chromatographic purification on MCI gel CHP20P using a gradie... Starting materials: COC(=O)C=CC=1C=CC=2C3=C(C(NC2C1)=O)CCC3 (7-(methoxycarbonyl-ethenyl)-1,2,3,5-tetrahydrocyclopenta[c]quinolin-4-one), [Mg] (magnesium). The solvent is CO.C1CCOC1 (methanol THF). Run at time 24 hour. Product: COC(=O)CCC=1C=CC=2C3C(C(NC2C1)=O)CCC3 (7-(2-Methoxycarbonylethyl)-1,2,3,3a,5,9b-hexahydrocyclopenta[c]quinolin-4-one). The yield is 22.0%. Reaction SMILES: [CH3:1][O:2][C:3]([CH:5]=[CH:6][C:7]1[CH:8]=[CH:9][C:10]2[C:11]3[CH2:20][CH2:19][CH2:18][C:12]=3[C:13](=[O:17])[NH:14][C:15]=2[CH:16]=1)=[O:4].[Mg]>CO.C1COCC1>[CH3:1][O:2][C:3]([CH2:5][CH2:6][C:7]1[CH:8]=[CH:9][C:10]2[CH:11]3[CH2:20][CH2:19][CH2:18][CH:12]3[C:13](=[O:17])[NH:14][C:15]=2[CH:16]=1)=[O:4] |f:2.3|. Procedure: A solution of 550 mg (2.0 mmol) of 7-(methoxycarbonyl-ethenyl)-1,2,3,5-tetrahydrocyclopenta[c]quinolin-4-one in 130 ml of methanol-THF 3:1 is mixed with 972 mg (40.0 mmol) of magnesium and stirred for 24 hours at room temperature. The reaction mixture is filtered over glass fibers, the filter residue is washed with dichloromethane-methanol, and the combined filtrates are concentrated by evaporation in a vacuum. Purification of the residue on silica gel yields 120 mg of product. Starting materials: CC=Cc1ccccc1CN(C(C)=O)c1ccccc1Oc1ccccc1, CCO, O=[Pt]. The product is CCCc1ccccc1CN(C(C)=O)c1ccccc1Oc1ccccc1. RXN SMILES: [C:1]([CH3:2])(=[O:3])[N:4]([c:5]1[c:6]([O:11][c:12]2[cH:13][cH:14][cH:15][cH:16][cH:17]2)[cH:7][cH:8][cH:9][cH:10]1)[CH2:18][c:19]1[c:20]([CH:25]=[CH:26][CH3:27])[cH:21][cH:22][cH:23][cH:24]1.[CH3:28][CH2:29][OH:30].[Pt:31]=[O:32]>>[C:1]([CH3:2])(=[O:3])[N:4]([c:5]1[c:6]([O:11][c:12]2[cH:13][cH:14][cH:15][cH:16][cH:17]2)[cH:7][cH:8][cH:9][cH:10]1)[CH2:18][c:19]1[c:20]([CH2:25][CH2:26][CH3:27])[cH:21][cH:22][cH:23][cH:24]1. The reactants are C(C1=CC=CC=C1)OC1=C(C=CC=C1)CCC=CC(C)=O (6-(o-benzyloxyphenyl)-3-hexen-2-one), BrCC(=O)OCC (ethyl bromoacetate). Reagents/catalysts: [Zn] (zinc). Yields the product OC(CC(=O)OCC)(C=CCCC1=C(C=CC=C1)OCC1=CC=CC=C1)C (ethyl 3-hydroxy-3-methyl-7-(o-benzyloxyphenyl)-4-heptenoate). Reaction SMILES: [CH2:1]([O:8][C:9]1[CH:14]=[CH:13][CH:12]=[CH:11][C:10]=1[CH2:15][CH2:16][CH:17]=[CH:18][C:19](=[O:21])[CH3:20])[C:2]1[CH:7]=[CH:6][CH:5]=[CH:4][CH:3]=1.Br[CH2:23][C:24]([O:26][CH2:27][CH3:28])=[O:25]>[Zn]>[OH:21][C:19]([CH3:20])([CH:18]=[CH:17][CH2:16][CH2:15][C:10]1[CH:11]=[CH:12][CH:13]=[CH:14][C:9]=1[O:8][CH2:1][C:2]1[CH:7]=[CH:6][CH:5]=[CH:4][CH:3]=1)[CH2:23][C:24]([O:26][CH2:27][CH3:28])=[O:25]. Procedure details: Using 2.42 g of 6-(o-benzyloxyphenyl)-3-hexen-2-one, 1.8 ml of ethyl bromoacetate and 1.1 g of zinc, the reaction and the purification of the product were carried out according to the method described in Example 1 (a) affording 2.9 g of ethyl 3-hydroxy-3-methyl-7-(o-benzyloxyphenyl)-4-heptenoate. Starting materials: C[C@@H]1N([C@@H](CCC1)C)C1=NN=C2N1C=C(C=C2)O[C@@H]2CC[C@@H](C1=CC=CC=C21)N ((1S,4R)-4-[3-(cis-2,6-Dimethyl-piperidin-1-yl)-[1,2,4]triazolo[4,3-a]pyridin-6-yloxy]-1,2,3,4-tetrahydro-naphthalen-1-ylamine), ClC(COC(NC1=CC(=NN1C=1C=NN(C1)CCOC1OCCCC1)C(C)(C)C)=O)(Cl)Cl ({3-tert-Butyl-1′-[2-(tetrahydro-pyran-2-yloxy)-ethyl]-1′H-[1,4′]bipyrazolyl-5-yl}-carbamic acid 2,2,2-trichloro-ethyl ester), CCN(C(C)C)C(C)C (DIPEA). Solvent: O1CCOCC1 (dioxane). Reaction conditions: temperature 80 celsius, time 8 hour. Product: C(C)(C)(C)C1=NN(C(=C1)NC(=O)N[C@H]1CC[C@H](C2=CC=CC=C12)OC=1C=CC=2N(C1)C(=NN2)N2[C@H](CCC[C@H]2C)C)C=2C=NN(C2)CCOC2OCCCC2 (1-{3-tert-Butyl-1′-[2-(tetrahydro-pyran-2-yloxy)-ethyl]-1′H-[1,4′]bipyrazolyl-5-yl}-3-{(1S,4R)-4-[3-((2S,6R)-2,6-dimethyl-piperidin-1-yl)-[1,2,4]triazolo[4,3-a]pyridin-6-yloxy]-1,2,3,4-tetrahydro-naphthalen-1-yl}-urea). Isolated yield 95.0%. As a reaction SMILES: [CH3:1][C@H:2]1[CH2:7][CH2:6][CH2:5][C@@H:4]([CH3:8])[N:3]1[C:9]1[N:13]2[CH:14]=[C:15]([O:18][C@H:19]3[C:28]4[C:23](=[CH:24][CH:25]=[CH:26][CH:27]=4)[C@@H:22]([NH2:29])[CH2:21][CH2:20]3)[CH:16]=[CH:17][C:12]2=[N:11][N:10]=1.ClC(Cl)(Cl)C[O:33][C:34](=O)[NH:35][C:36]1[N:40]([C:41]2[CH:42]=[N:43][N:44]([CH2:46][CH2:47][O:48][CH:49]3[CH2:54][CH2:53][CH2:52][CH2:51][O:50]3)[CH:45]=2)[N:39]=[C:38]([C:55]([CH3:58])([CH3:57])[CH3:56])[CH:37]=1.CCN(C(C)C)C(C)C>O1CCOCC1>[C:55]([C:38]1[CH:37]=[C:36]([NH:35][C:34]([NH:29][C@@H:22]2[C:23]3[C:28](=[CH:27][CH:26]=[CH:25][CH:24]=3)[C@H:19]([O:18][C:15]3[CH:16]=[CH:17][C:12]4[N:13]([C:9]([N:3]5[C@H:2]([CH3:1])[CH2:7][CH2:6][CH2:5][C@@H:4]5[CH3:8])=[N:10][N:11]=4)[CH:14]=3)[CH2:20][CH2:21]2)=[O:33])[N:40]([C:41]2[CH:42]=[N:43][N:44]([CH2:46][CH2:47][O:48][CH:49]3[CH2:54][CH2:53][CH2:52][CH2:51][O:50]3)[CH:45]=2)[N:39]=1)([CH3:58])([CH3:56])[CH3:57]. Procedure details: A mixture of Intermediate 96c (200 mg, 0.51 mmol), Intermediate 108b (261 mg, 0.51 mmol) and DIPEA (178 μL, 1.02 mmol) in dioxane (5 mL) was stirred at 80° C. overnight. After cooling, the reaction mixture was partitioned between water and DCM. The aqueous phase was extracted with EtOAc (×3) and the combined organic layers were washed with brine, dried (MgSO4) and concentrated in vacuo. The resultant residue was purified by FCC on silica, using a gradient of 1-10% MeOH in DCM to afford the title...